From a dataset of the Open Reaction Database (ORD), a public repository of structured organic reaction records. describe an organic reaction: reactants, conditions, products, and yield Reactants: Stannous chloride dihydrate, CO\N=C(/C(=O)NC1[C@@H]2N(C(=C(CS2=O)CSC2=NC(=NS2)C)C(=O)OC(C)OC(=O)OCC)C1=O)\C=1N=CSC1 (1-ethoxycarbonyloxyethyl 7-[(Z)-2-methoxyimino-2-(thiazol-4-yl)acetamido]-3-(3-methyl-1,2,4-thiadiazol-5-yl)thiomethyl-3-cephem-4-carboxylate-1-oxide), C(C)(=O)Cl (acetyl chloride), O (water), C(C)(=O)OCC (ethyl acetate). Solvent: CN(C=O)C (dimethylformamide). The product is CO\N=C(/C(=O)NC1[C@@H]2N(C(=C(CS2)CSC2=NC(=NS2)C)C(=O)OC(C)OC(=O)OCC)C1=O)\C=1N=CSC1 (1-Ethoxycarbonyloxyethyl 7-[(Z)-2-methoxyimino-2-(thiazol-4-yl)acetamido]-3-(3-methyl-1,2,4-thiadiazol-5-yl)thiomethyl-3-cephem-4-carboxylate). Isolated yield 31.8%. RXN SMILES: [CH3:1][O:2]/[N:3]=[C:4](/[C:37]1[N:38]=[CH:39][S:40][CH:41]=1)\[C:5]([NH:7][CH:8]1[C:35](=[O:36])[N:10]2[C:11]([C:24]([O:26][CH:27]([O:29][C:30]([O:32][CH2:33][CH3:34])=[O:31])[CH3:28])=[O:25])=[C:12]([CH2:16][S:17][C:18]3[S:22][N:21]=[C:20]([CH3:23])[N:19]=3)[CH2:13][S:14](=O)[C@H:9]12)=[O:6].C(Cl)(=O)C.O.C(OCC)(=O)C>CN(C)C=O>[CH3:1][O:2]/[N:3]=[C:4](/[C:37]1[N:38]=[CH:39][S:40][CH:41]=1)\[C:5]([NH:7][CH:8]1[C:35](=[O:36])[N:10]2[C:11]([C:24]([O:26][CH:27]([O:29][C:30]([O:32][CH2:33][CH3:34])=[O:31])[CH3:28])=[O:25])=[C:12]([CH2:16][S:17][C:18]3[S:22][N:21]=[C:20]([CH3:23])[N:19]=3)[CH2:13][S:14][C@H:9]12)=[O:6]. Procedure details: Stannous chloride dihydrate (84.6 mg) was added to a solution of 1-ethoxycarbonyloxyethyl 7-[(Z)-2-methoxyimino-2-(thiazol-4-yl)acetamido]-3-(3-methyl-1,2,4-thiadiazol-5-yl)thiomethyl-3-cephem-4-carboxylate-1-oxide (96.6 mg) in dimethylformamide (2 ml), and then acetyl chloride (0.38 ml) was added dropwise to the mixture with stirring while cooling with ice. After further stirring in 20° C. for 15 min, the reaction mixture was poured into a mixture of water (20 ml) and ethyl acetate (15 ml). The...